From a dataset of the Open Reaction Database (ORD), a public repository of structured organic reaction records. describe an organic reaction: reactants, conditions, products, and yield Reported procedure: The rhodanine is reacted as described in Examples 1 and 3 with triethylorthophenylacetate in acetic anhydride to yield 3-(3',4'-dichlorophenyl)-5-(1'-ethoxy-2'-phenylethylidene)-rhodanine which is similarly hydrolyzed to 3-(3',4'-dichlorophenyl)-5-(1'-hydroxy-2'-phenylethylidene)-rhodanine. Reactants: ClC=1C=C(C=CC1Cl)N1C(SCC1=O)=S (3-(3',4'-dichlorophenyl)-rhodanine), C(C)(=O)OC(C)=O (acetic anhydride). As a reaction SMILES: [Cl:1][C:2]1[CH:3]=[C:4]([N:9]2[C:13](=[O:14])[CH2:12][S:11][C:10]2=[S:15])[CH:5]=[CH:6][C:7]=1[Cl:8].[C:16]([O:19][C:20](=O)[CH3:21])(=O)[CH3:17]>>[Cl:1][C:2]1[CH:3]=[C:4]([N:9]2[C:13](=[O:14])[C:12](=[C:16]([O:19][CH2:20][CH3:21])[CH2:17][C:2]3[CH:3]=[CH:4][CH:5]=[CH:6][CH:7]=3)[S:11][C:10]2=[S:15])[CH:5]=[CH:6][C:7]=1[Cl:8]. The product is ClC=1C=C(C=CC1Cl)N1C(SC(C1=O)=C(CC1=CC=CC=C1)OCC)=S (3-(3',4'-dichlorophenyl)-5-(1'-ethoxy-2'-phenylethylidene)-rhodanine).